This data is from the Open Reaction Database (ORD), a public repository of structured organic reaction records. The task is: describe an organic reaction: reactants, conditions, products, and yield The reactants are Cc1ncccc1C(=O)O, CCN=C=NCCCN(C)C, O=CO, Nc1c(F)c(Cl)cc2c1[nH]c1cnccc12, c1ccncc1. The product is Cc1ncccc1C(=O)Nc1c(F)c(Cl)cc2c1[nH]c1cnccc12. As a reaction SMILES: [CH3:17][c:18]1[c:19]([C:20](=[O:21])[OH:22])[cH:23][cH:24][cH:25][n:26]1.[CH3:27][CH2:28][N:29]=[C:30]=[N:31][CH2:32][CH2:33][CH2:34][N:35]([CH3:36])[CH3:37].[CH:38]([OH:39])=[O:40].[Cl:1][c:2]1[cH:3][c:4]2[c:5]3[cH:6][cH:7][n:8][cH:9][c:10]3[nH:11][c:12]2[c:13]([NH2:16])[c:14]1[F:15].[cH:41]1[cH:42][cH:43][n:44][cH:45][cH:46]1>>[Cl:1][c:2]1[cH:3][c:4]2[c:5]3[cH:6][cH:7][n:8][cH:9][c:10]3[nH:11][c:12]2[c:13]([NH:16][C:20]([c:19]2[c:18]([CH3:17])[n:26][cH:25][cH:24][cH:23]2)=[O:21])[c:14]1[F:15]. The reactants are ClC1=CC=C(C=C1)C=1C2=C(NC([C@@]3(N1)[C@@H](C3)COC)=O)SC(=C2C)C ((1S,2R)-5′-(4-chlorophenyl)-2-(methoxymethyl)-6′,7′-dimethylspiro-[cyclopropane-1,3′-thieno[2,3-e][1,4]diazepin]-2′(1′H)-one), CC(C)([O-])C.[K+] (potassium tert-butoxide), C(C)(=O)NN (acetohydrazide), P(OCC)(OCC)(=O)Cl (diethyl phosphorochloridate). Run in C1CCOC1 (THF), CO (MeOH). Reaction conditions: time 30 minute. Product: ClC1=CC=C(C=C1)C1=N[C@]2(C=3N(C4=C1C(=C(S4)C)C)C(=NN3)C)[C@@H](C2)COC ((1S,2R)-4′-(4-chlorophenyl)-2-(methoxymethyl)-2′,3′,9′-trimethylspiro[cyclopropane-1,6′-thieno[3,2-f][1,2,4]triazolo[4,3-a][1,4]diazepine]). Yield: 86.9%. As a reaction SMILES: [Cl:1][C:2]1[CH:7]=[CH:6][C:5]([C:8]2[C:9]3[C:23]([CH3:24])=[C:22]([CH3:25])[S:21][C:10]=3[NH:11][C:12](=O)[C@@:13]3([CH2:16][C@H:15]3[CH2:17][O:18][CH3:19])[N:14]=2)=[CH:4][CH:3]=1.CC(C)([O-])C.[K+].P(Cl)(=O)(OCC)OCC.[C:41]([NH:44][NH2:45])(=O)[CH3:42]>C1COCC1.CO>[Cl:1][C:2]1[CH:7]=[CH:6][C:5]([C:8]2[C:9]3[C:23]([CH3:24])=[C:22]([CH3:25])[S:21][C:10]=3[N:11]3[C:41]([CH3:42])=[N:44][N:45]=[C:12]3[C@@:13]3([CH2:16][C@H:15]3[CH2:17][O:18][CH3:19])[N:14]=2)=[CH:4][CH:3]=1 |f:1.2|. Reported procedure: To a solution of (1S,2R)-5′-(4-chlorophenyl)-2-(methoxymethyl)-6′,7′-dimethylspiro-[cyclopropane-1,3′-thieno[2,3-e][1,4]diazepin]-2′(1′H)-one (3.7, 9.87 mmol) in anhydrous THF (200 mL) at −78° C. was slowly added a solution of potassium tert-butoxide (12.34 mL, 12.34 mmol). The resulting dark brown solution was warmed to rt and stirred for 30 min. The reaction was cooled to −78° C. before diethyl phosphorochloridate (2.85 mL, 19.74 mmol) was slowly added. Once the addition was completed, the rea... Starting materials: N1=C(C=CC2=CC=CC=C12)COC1=CC=C(C=O)C=C1 (4-((quinolin-2-yl)methoxy)benzaldehyde), N1=CC=C(C=C1)CC(C)=O (1-(pyridin-4-yl)propan-2-one), N1CCCCC1 (piperidine). The solvent is C1(=CC=CC=C1)C (toluene). Product: N1=C(C=CC2=CC=CC=C12)COC1=CC=C(C=C1)C=C(C(C)=O)C1=CC=NC=C1 (4-(4-((quinolin-2-yl)methoxy)phenyl)-3-(pyridin-4-yl)but-3-en-2-one). As a reaction SMILES: [N:1]1[C:10]2[C:5](=[CH:6][CH:7]=[CH:8][CH:9]=2)[CH:4]=[CH:3][C:2]=1[CH2:11][O:12][C:13]1[CH:20]=[CH:19][C:16]([CH:17]=O)=[CH:15][CH:14]=1.[N:21]1[CH:26]=[CH:25][C:24]([CH2:27][C:28](=[O:30])[CH3:29])=[CH:23][CH:22]=1.N1CCCCC1>C1(C)C=CC=CC=1>[N:1]1[C:10]2[C:5](=[CH:6][CH:7]=[CH:8][CH:9]=2)[CH:4]=[CH:3][C:2]=1[CH2:11][O:12][C:13]1[CH:20]=[CH:19][C:16]([CH:17]=[C:27]([C:24]2[CH:25]=[CH:26][N:21]=[CH:22][CH:23]=2)[C:28](=[O:30])[CH3:29])=[CH:15][CH:14]=1. Procedure details: A mixture of 4-((quinolin-2-yl)methoxy)benzaldehyde (2.5 g, 9.5 mmol), 1-(pyridin-4-yl)propan-2-one (1.3 g, 9.5 mmol) and piperidine (162 mg, 1.9 mmol) in toluene (50 mL) was heated at reflux for 18 h, concentrated, and the residue chromatographed on silica eluting with a gradient of ethyl acetate in hexanes giving impure title substance (2.4 g) as a yellow solid which was chromatographed again on silica eluted with 1% and 2% methanol in dichloromethane containing 0.5% concentrated ammonium hydr... Reactants: [K] (potassium), N1C(=O)NC=2N=CNC2C1=O (xanthine), ClCCCC(C)(C)O (1-Chloro-4-hydroxy-4-methylpentane), [OH-].[K+] (potassium hydroxide), CN1C(NC(C=2N(C=NC12)CCC)=O)=O (3-methyl-7-propylxanthine), crude product. Solvent: CN(C=O)C (dimethylformamide), CO (methanol), CO (methanol). Run at temperature 80 celsius, time 18 hour. The product is OC(CCCN1C(=O)N(C=2N=CN(C2C1=O)CCC)C)(C)C (1-(4-Hydroxy-4-methylpentyl)-3-methyl-7-propylxanthine). Reaction SMILES: [OH-].[K+].[CH3:3][N:4]1[C:12]2[N:11]=[CH:10][N:9]([CH2:13][CH2:14][CH3:15])[C:8]=2[C:7](=[O:16])[NH:6][C:5]1=[O:17].[K].N1C(=O)C2NC=NC=2NC1=O.Cl[CH2:31][CH2:32][CH2:33][C:34]([OH:37])([CH3:36])[CH3:35]>CO.CN(C)C=O>[OH:37][C:34]([CH3:36])([CH3:35])[CH2:33][CH2:32][CH2:31][N:6]1[C:7](=[O:16])[C:8]2[N:9]([CH2:13][CH2:14][CH3:15])[CH:10]=[N:11][C:12]=2[N:4]([CH3:3])[C:5]1=[O:17] |f:0.1,^1:17|. Procedure details: A solution of 5.6 g (0.1 mol) of potassium hydroxide in 100 ml of methanol is added to a suspension of 20.8 g (0.1 mol) of 3-methyl-7-propylxanthine in 250 ml of methanol. On heating, a clear solution forms, and this is evaporated to dryness under reduced pressure. The potassium salt of the xanthine compound which remains is intensively dried under a high vacuum, 500 ml of dimethylformamide and 15.0 g (0.11 mol) of the tertiary alcohol from stage (a) are added and the mixture is stirred at 80° C... Starting materials: CO, COCc1ccc(C(F)(F)F)cc1[N+](=O)[O-], [H][H]. Product: COCc1ccc(C(F)(F)F)cc1N. As a reaction SMILES: [CH3:19][OH:20].[CH3:1][O:2][CH2:3][c:4]1[c:5]([N+:14]([O-:15])=[O:16])[cH:6][c:7]([C:10]([F:11])([F:12])[F:13])[cH:8][cH:9]1.[H:17][H:18]>>[CH3:1][O:2][CH2:3][c:4]1[c:5]([NH2:14])[cH:6][c:7]([C:10]([F:11])([F:12])[F:13])[cH:8][cH:9]1. The reactants are NC1=C(C=CC(=C1)Cl)[N+](=O)[O-] (2-amino-4-chloro-1-nitrobenzene), C1(=CC=CC=C1)CCCBr (3-phenylpropyl bromide), O.[S-2].[Na+].[Na+] (sodium sulfide monohydrate), CN(C=O)C (dimethylformamide). Run in O (water). Run at time 4 hour. The product is NC1=C(C=CC(=C1)SCCCC1=CC=CC=C1)[N+](=O)[O-] (2-amino-4-(3-phenylpropylthio)-1-nitrobenzene). RXN SMILES: [NH2:1][C:2]1[CH:7]=[C:6](Cl)[CH:5]=[CH:4][C:3]=1[N+:9]([O-:11])=[O:10].O.[S-2:13].[Na+].[Na+].CN(C)C=O.[C:21]1([CH2:27][CH2:28][CH2:29]Br)[CH:26]=[CH:25][CH:24]=[CH:23][CH:22]=1>O>[NH2:1][C:2]1[CH:7]=[C:6]([S:13][CH2:29][CH2:28][CH2:27][C:21]2[CH:26]=[CH:25][CH:24]=[CH:23][CH:22]=2)[CH:5]=[CH:4][C:3]=1[N+:9]([O-:11])=[O:10] |f:1.2.3.4|. Reported procedure: 3.45 G. of 2-amino-4-chloro-1-nitrobenzene and 5.3 g. of sodium sulfide monohydrate in 30 ml. of dimethylformamide is heated at about 100° for 1 hour under nitrogen, cooled and 4.5 g. of 3-phenylpropyl bromide added, held at 20°-25° for 4 hours, then diluted with water. The product is filtered off and recrystallized from methanol to afford 2-amino-4-(3-phenylpropylthio)-1-nitrobenzene. Starting materials: C(C)(C)(C)C1=CC=C(C=C1)S(=O)(=O)N1CC2=C(NC3=C1C=C(C=C3)C(N)=NO)N=C(C=C2)C(F)(F)F (6-[(4-tert-butylphenyl)sulfonyl]-N′-hydroxy-2-(trifluoromethyl)-6,11-dihydro-5H-pyrido[2,3-b][1,5]benzodiazepine-8-carboximidamide), C(C)(C)(C)C1=CC=C(C=C1)S(=O)(=O)N1CC2=C(NC3=C1C=C(C=C3)C(N)=NO)N=C(C=C2)C(F)(F)F (6-[(4-tert-butylphenyl)sulfonyl]-N′-hydroxy-2-(trifluoromethyl)-6,11-dihydro-5H-pyrido[2,3-b][1,5]benzodiazepine-8-carboximidamide), N1=CC=CC=C1 (pyridine), ClC(=O)OCC (ethyl chloroformate). The solvent is C(Cl)Cl (DCM), CN(C)C=O (DMF). Yields the product C(C)(C)(C)C1=CC=C(C=C1)S(=O)(=O)N1CC2=C(NC3=C1C=C(C=C3)C3=NOC(N3)=O)N=C(C=C2)C(F)(F)F (3-[6-[(4-tert-Butylphenyl)sulfonyl]-2-(trifluoromethyl)-6,11-dihydro-5H-pyrido-[2,3-b][1,5]benzodiazepin-8-yl]-1,2,4-oxadiazol-5(4H)-one). Reaction SMILES: [C:1]([C:5]1[CH:10]=[CH:9][C:8]([S:11]([N:14]2[C:20]3[CH:21]=[C:22]([C:25](=[N:27][OH:28])[NH2:26])[CH:23]=[CH:24][C:19]=3[NH:18][C:17]3[N:29]=[C:30]([C:33]([F:36])([F:35])[F:34])[CH:31]=[CH:32][C:16]=3[CH2:15]2)(=[O:13])=[O:12])=[CH:7][CH:6]=1)([CH3:4])([CH3:3])[CH3:2].N1C=CC=CC=1.Cl[C:44](OCC)=[O:45]>C(Cl)Cl.CN(C=O)C>[C:1]([C:5]1[CH:6]=[CH:7][C:8]([S:11]([N:14]2[C:20]3[CH:21]=[C:22]([C:25]4[NH:26][C:44](=[O:45])[O:28][N:27]=4)[CH:23]=[CH:24][C:19]=3[NH:18][C:17]3[N:29]=[C:30]([C:33]([F:35])([F:36])[F:34])[CH:31]=[CH:32][C:16]=3[CH2:15]2)(=[O:13])=[O:12])=[CH:9][CH:10]=1)([CH3:4])([CH3:2])[CH3:3]. Reported procedure: To 6-[(4-tert-butylphenyl)sulfonyl]-N′-hydroxy-2-(trifluoromethyl)-6,11-dihydro-5H-pyrido[2,3-b][1,5]benzodiazepine-8-carboximidamide (intermediate 55, 0.040 g, 0.0771 mmol) in DCM (0.7 mL) and DMF (1 mL) at 0° C. was added pyridine (7.9 mg, 0.100 mmol) and ethyl chloroformate (8.8 mg, 0.081 mmol), and the reaction was allowed to warm room temperature over 2 h. The volatiles were removed, and the residue was purified by SiO2 column chromatography, eluting with 0-100% EtOAc in hexanes, to yield t... The reactants are CC(=O)O, O=[N+]([O-])O, Oc1c(Cl)cccc1Cl. The product is O=[N+]([O-])c1cc(Cl)c(O)c(Cl)c1. As a reaction SMILES: [CH3:14][C:15](=[O:16])[OH:17].[OH:10][N+:11]([O-:12])=[O:13].[OH:1][c:2]1[c:3]([Cl:4])[cH:5][cH:6][cH:7][c:8]1[Cl:9]>>[OH:1][c:2]1[c:3]([Cl:4])[cH:5][c:6]([N+:11](=[O:10])[O-:12])[cH:7][c:8]1[Cl:9]. Starting materials: S(=O)(=O)([O-])[O-].[Mg+2] (magnesium sulfate), C(C1=CC=CC=C1)(=O)C1=CC=C2N=C(C(NC2=C1)=O)C(F)(F)F (7-benzoyl-3-trifluoromethylquinoxalin-2(1H)-one), P(Br)(Br)Br (phosphorous tribromide), ice water. Solvent: C(C)OCC (diethylether), C(C)(=O)OCC (ethyl acetate). Yields the product BrC=1C(=NC2=CC=C(C=C2N1)C(=O)C1=CC=CC=C1)C(F)(F)F ((3-Bromo-2-trifluoromethylquinoxalin-6-yl)phenyl Methanone). The yield is 53.0%. RXN SMILES: [C:1]([C:9]1[CH:18]=[C:17]2[C:12]([N:13]=[C:14]([C:20]([F:23])([F:22])[F:21])[C:15](=O)[NH:16]2)=[CH:11][CH:10]=1)(=[O:8])[C:2]1[CH:7]=[CH:6][CH:5]=[CH:4][CH:3]=1.P(Br)(Br)[Br:25].S([O-])([O-])(=O)=O.[Mg+2]>C(OCC)C.C(OCC)(=O)C>[Br:25][C:15]1[C:14]([C:20]([F:23])([F:22])[F:21])=[N:13][C:12]2[C:17]([N:16]=1)=[CH:18][C:9]([C:1]([C:2]1[CH:7]=[CH:6][CH:5]=[CH:4][CH:3]=1)=[O:8])=[CH:10][CH:11]=2 |f:2.3|. Procedure details: A mixture of 7-benzoyl-3-trifluoromethylquinoxalin-2(1H)-one (3.0 g, 9.4 mmol) [J. Org. Chem. 57(21), 5630,1992] and 40 ml of phosphorous tribromide was refluxed for 5 hours. The mixture was cooled and poured into ice water and the precipitate was isolated. The crude solid was dissolved in a mixture of diethylether and ethyl acetate (1:1), followed by addition of Norite A and anhydrous magnesium sulfate. The mixture was filtered and the solvent evaporated under reduced pressure. The residue was ...